Dataset: the Open Reaction Database (ORD), a public repository of structured organic reaction records. Task: describe an organic reaction: reactants, conditions, products, and yield The reactants are COC(C)(C)C, CCOC(=O)c1c(Br)cn2ccsc12, CO, C[Zn]C, Cc1ccccc1, C1COCCO1. Yields the product CCOC(=O)c1c(C)cn2ccsc12. As a reaction SMILES: [C:20]([O:21][CH3:22])([CH3:23])([CH3:24])[CH3:25].[CH2:4]([CH3:5])[O:6][C:7](=[O:8])[c:9]1[c:10]([Br:17])[cH:11][n:12]2[c:13]1[s:14][cH:15][cH:16]2.[CH3:18][OH:19].[CH3:1][Zn:2][CH3:3].[CH3:26][c:27]1[cH:28][cH:29][cH:30][cH:31][cH:32]1.[O:33]1[CH2:34][CH2:35][O:36][CH2:37][CH2:38]1>>[CH2:4]([CH3:5])[O:6][C:7](=[O:8])[c:9]1[c:10]([CH3:20])[cH:11][n:12]2[c:13]1[s:14][cH:15][cH:16]2. The reactants are O=C([O-])[O-], C1COCCO1, COC(=O)c1ccccc1C1OOCC1I, [K+], [K+], c1ccc(P(c2ccccc2)(c2ccccc2)[Pd](P(c2ccccc2)(c2ccccc2)c2ccccc2)(P(c2ccccc2)(c2ccccc2)c2ccccc2)P(c2ccccc2)(c2ccccc2)c2ccccc2)cc1. Yields the product COC(=O)c1ccccc1C1OOCC1C. Reaction SMILES: [C:17](=[O:18])([O-:19])[O-:20].[CH2:23]1[O:24][CH2:25][CH2:26][O:27][CH2:28]1.[CH3:1][O:2][C:3]([c:4]1[cH:5][cH:6][cH:7][cH:8][c:9]1[CH:10]1[O:11][O:12][CH2:13][CH:14]1[I:15])=[O:16].[K+:21].[K+:22].[cH:29]1[cH:30][cH:31][c:32]([P:33]([Pd:34]([P:35]([c:36]2[cH:37][cH:38][cH:39][cH:40][cH:41]2)([c:42]2[cH:43][cH:44][cH:45][cH:46][cH:47]2)[c:48]2[cH:49][cH:50][cH:51][cH:52][cH:53]2)([P:54]([c:55]2[cH:56][cH:57][cH:58][cH:59][cH:60]2)([c:61]2[cH:62][cH:63][cH:64][cH:65][cH:66]2)[c:67]2[cH:68][cH:69][cH:70][cH:71][cH:72]2)[P:73]([c:74]2[cH:75][cH:76][cH:77][cH:78][cH:79]2)([c:80]2[cH:81][cH:82][cH:83][cH:84][cH:85]2)[c:86]2[cH:87][cH:88][cH:89][cH:90][cH:91]2)([c:92]2[cH:93][cH:94][cH:95][cH:96][cH:97]2)[c:98]2[cH:99][cH:100][cH:101][cH:102][cH:103]2)[cH:104][cH:105]1>>[CH3:1][O:2][C:3]([c:4]1[cH:5][cH:6][cH:7][cH:8][c:9]1[CH:10]1[O:11][O:12][CH2:13][CH:14]1[CH3:17])=[O:16]. Reactants: [Cl-], Cl, O=[N+]([O-])c1ccccc1-c1ccno1, O, O. Product: Nc1ccccc1-c1ccno1. RXN SMILES: [Cl-:17].[ClH:18].[N+:1]([O-:2])(=[O:3])[c:4]1[c:5](-[c:10]2[cH:11][cH:12][n:13][o:14]2)[cH:6][cH:7][cH:8][cH:9]1.[OH2:15].[OH2:16]>>[NH2:1][c:4]1[c:5](-[c:10]2[cH:11][cH:12][n:13][o:14]2)[cH:6][cH:7][cH:8][cH:9]1. The reactants are N#Cc1cccc(N=C=O)c1, COc1cc(N)ccc1-c1cnco1, ClCCl. Product: COc1cc(NC(=O)Nc2cccc(C#N)c2)ccc1-c1cnco1. RXN SMILES: [C:15](#[N:16])[c:17]1[cH:18][c:19]([N:23]=[C:24]=[O:25])[cH:20][cH:21][cH:22]1.[CH3:1][O:2][c:3]1[cH:4][c:5]([NH2:6])[cH:7][cH:8][c:9]1-[c:10]1[cH:11][n:12][cH:13][o:14]1.[Cl:26][CH2:27][Cl:28]>>[CH3:1][O:2][c:3]1[cH:4][c:5]([NH:6][C:24]([NH:23][c:19]2[cH:18][c:17]([C:15]#[N:16])[cH:22][cH:21][cH:20]2)=[O:25])[cH:7][cH:8][c:9]1-[c:10]1[cH:11][n:12][cH:13][o:14]1. Reactants: BrCCCNC(=O)C1=CC(=NN1)C(F)(F)F (N-(3-bromopropyl)-3-(trifluoromethyl)-1H-pyrazole-5-carboxamide), C(C)(C)N(C(C)C)CC (N,N-diisopropylethylamine). Run in C(C)#N (acetonitrile). The product is FC(C1=NN2C(C(NCCC2)=O)=C1)(F)F (2-(Trifluoromethyl)-5,6,7,8-tetrahydro-4H-pyrazolo[1,5-a][1,4]diazepin-4-one). RXN SMILES: Br[CH2:2][CH2:3][CH2:4][NH:5][C:6]([C:8]1[NH:12][N:11]=[C:10]([C:13]([F:16])([F:15])[F:14])[CH:9]=1)=[O:7].C(N(CC)C(C)C)(C)C>C(#N)C>[F:14][C:13]([F:16])([F:15])[C:10]1[CH:9]=[C:8]2[C:6](=[O:7])[NH:5][CH2:4][CH2:3][CH2:2][N:12]2[N:11]=1. Procedure details: A mixture of 400 mg (1.33 mmol) of N-(3-bromopropyl)-3-(trifluoromethyl)-1H-pyrazole-5-carboxamide, 350 mL (2 mmol) of N,N-diisopropylethylamine, and 8 mL of acetonitrile was stirred at reflux for 4.5 h. The cooled reaction mixture was concentrated, and the residue was flash chromatographed on silica gel [0-10% of (9:1 methanol:concentrated ammonium hydroxide) in dichloromethane]. Further purification by preparative HPLC (C18 reverse phase column, 10-50% acetonitrile in water containing 0.05% tr... Starting materials: Intermediate 271H, [Si](C)(C)(C(C)(C)C)OCCN1C(=NC(=C1)C(N(CCCC)CCCC)=O)C1=C(C(=O)O)C=C(C=C1)C(=O)OC (2-(1-(2-(tert-butyldimethylsilyloxy)ethyl)-4-(dibutylcarbamoyl)-1H-imidazol-2-yl)-5-(methoxycarbonyl)benzoic acid), [Si](C)(C)(C(C)(C)C)OC[C@H]1NCC2=CC=CC=C2C1 ((S)-3-((tert-butyldimethylsilyloxy)methyl)-1,2,3,4-tetrahydroisoquinoline). Product: [Si](C)(C)(C(C)(C)C)OCCN1C(=NC(=C1)C(N(CCCC)CCCC)=O)C1=C(C=C(C(=O)OC)C=C1)C(=O)N1CC2=CC=CC=C2C[C@H]1CO[Si](C)(C)C(C)(C)C (Methyl 4-(1-(2-(tert-butyldimethylsilyloxy)ethyl)-4-(dibutylcarbamoyl)-1H-imidazol-2-yl)-3-((S)-3-((tert-butyldimethylsilyloxy)methyl)-1,2,3,4-tetrahydroisoquinoline-2-carbonyl)benzoate). Isolated yield 85.4%. Reaction SMILES: [Si:1]([O:8][CH2:9][CH2:10][N:11]1[CH:15]=[C:14]([C:16](=[O:26])[N:17]([CH2:22][CH2:23][CH2:24][CH3:25])[CH2:18][CH2:19][CH2:20][CH3:21])[N:13]=[C:12]1[C:27]1[CH:35]=[CH:34][C:33]([C:36]([O:38][CH3:39])=[O:37])=[CH:32][C:28]=1[C:29](O)=[O:30])([C:4]([CH3:7])([CH3:6])[CH3:5])([CH3:3])[CH3:2].[Si:40]([O:47][CH2:48][C@@H:49]1[CH2:58][C:57]2[C:52](=[CH:53][CH:54]=[CH:55][CH:56]=2)[CH2:51][NH:50]1)([C:43]([CH3:46])([CH3:45])[CH3:44])([CH3:42])[CH3:41]>>[Si:1]([O:8][CH2:9][CH2:10][N:11]1[CH:15]=[C:14]([C:16](=[O:26])[N:17]([CH2:22][CH2:23][CH2:24][CH3:25])[CH2:18][CH2:19][CH2:20][CH3:21])[N:13]=[C:12]1[C:27]1[CH:35]=[CH:34][C:33]([C:36]([O:38][CH3:39])=[O:37])=[CH:32][C:28]=1[C:29]([N:50]1[C@H:49]([CH2:48][O:47][Si:40]([C:43]([CH3:46])([CH3:45])[CH3:44])([CH3:41])[CH3:42])[CH2:58][C:57]2[C:52](=[CH:53][CH:54]=[CH:55][CH:56]=2)[CH2:51]1)=[O:30])([C:4]([CH3:6])([CH3:5])[CH3:7])([CH3:2])[CH3:3]. Procedure: Following a procedure analogous to that for the synthesis of Intermediate 271H, 2-(1-(2-(tert-butyldimethylsilyloxy)ethyl)-4-(dibutylcarbamoyl)-1H-imidazol-2-yl)-5-(methoxycarbonyl)benzoic acid (105 mg, 0.19 mmol) and (S)-3-((tert-butyldimethylsilyloxy)methyl)-1,2,3,4-tetrahydroisoquinoline (62 mg, 0.22 mmol) were converted to the title compound (133 mg, 87%). MS(ESI+) m/z 820.2 (M+H)+. As a reaction SMILES: [NH:1]1[C:9]2[C:4](=[N:5][CH:6]=[CH:7][CH:8]=2)[CH:3]=[CH:2]1.[H][H]>[Ni].O.C(O)C>[NH:1]1[C:9]2[C:4](=[N:5][CH:6]=[CH:7][CH:8]=2)[CH2:3][CH2:2]1. Reactants: [H][H] (hydrogen), N1C=CC2=NC=CC=C12 (4-azaindole). Reagents/catalysts: [Ni] (Raney nickel). Yield: 11.8%. Procedure: 1.49 g of Raney nickel at 50% in water are added to a solution of 1.5 g of 4-azaindole in 45 ml of absolute ethanol, in an autoclave under argon. The mixture is hydrogenated under 100 bar of hydrogen at a temperature of 95° C. for 41 h. After a return to ambient temperature, the catalyst is filtered off through Clarcel and the filtrate is concentrated to dryness under reduced pressure. The residue is purified by chromatography on a 70 g 15-40 μm silica cartridge, elution being carried out with p... The solvent is O (water), C(C)O (ethanol). The product is N1CCC2=NC=CC=C12 (4-azaindoline). Reactants: C1(CC1)NC1=C(C=CC(=C1)F)NC(=O)C=1C=NC=C(C1)F (N-[2-(cyclopropylamino)-4-fluorophenyl]-5-fluoropyridine-3-carboxamide). Run in C(C)(=O)O (acetic acid). Yields the product C1(CC1)N1C(=NC2=C1C=C(C=C2)F)C=2C=NC=C(C2)F (1-cyclopropyl-6-fluoro-2-(5-fluoropyridin-3-yl)-1H-benzimidazole). RXN SMILES: [CH:1]1([NH:4][C:5]2[CH:10]=[C:9]([F:11])[CH:8]=[CH:7][C:6]=2[NH:12][C:13]([C:15]2[CH:16]=[N:17][CH:18]=[C:19]([F:21])[CH:20]=2)=O)[CH2:3][CH2:2]1>C(O)(=O)C>[CH:1]1([N:4]2[C:5]3[CH:10]=[C:9]([F:11])[CH:8]=[CH:7][C:6]=3[N:12]=[C:13]2[C:15]2[CH:16]=[N:17][CH:18]=[C:19]([F:21])[CH:20]=2)[CH2:3][CH2:2]1. Reported procedure: A solution of the title compound from Step A (0.038 g, 0.131 mmol) in acetic acid (0.66 mL) was heated at 100° C. for 1 hour, then cooled to room temperature and concentrated under reduced pressure. The resulting residue was diluted with ethyl acetate, washed sequentially with aqueous 1 N sodium hydroxide solution and brine, dried over magnesium sulfate, filtered and concentrated. Purification by flash chromatography (30-50% ethyl acetate in hexanes) provided the title compound: LCMS m/z 272.16 ... Starting materials: C(=O)NC=1SC(=C(N1)C(C(=O)NC1[C@@H]2N(C(=C(CS2)CSC=2SC=NN2)C(=O)O)C1=O)=NOC)Br (7-[2-(2-Formamido-5-bromothiazol-4-yl)-2-methoxyiminoacetamido]-3-(1,3,4-thiadiazol-2-ylthiomethyl)-3-cephem-4-carboxylic acid), Cl (hydrochloric acid). Yields the product Cl.S1C(=NN=C1)SCC=1CS[C@H]2N(C1C(=O)O)C(C2)=O (3-(1,3,4-thiadiazol-2-ylthiomethyl)-3-cephem-4-carboxylic acid hydrochloride). Reaction SMILES: C(NC1SC(Br)=C(C(=NOC)C(N[CH:13]2[C:30](=[O:31])[N:15]3[C:16]([C:27]([OH:29])=[O:28])=[C:17]([CH2:20][S:21][C:22]4[S:23][CH:24]=[N:25][N:26]=4)[CH2:18][S:19][C@H:14]23)=O)N=1)=O.[ClH:36]>>[ClH:36].[S:23]1[CH:24]=[N:25][N:26]=[C:22]1[S:21][CH2:20][C:17]1[CH2:18][S:19][C@@H:14]2[CH2:13][C:30](=[O:31])[N:15]2[C:16]=1[C:27]([OH:29])=[O:28] |f:2.3|. Procedure details: 7-[2-(2-Formamido-5-bromothiazol-4-yl)-2-methoxyiminoacetamido]-3-(1,3,4-thiadiazol-2-ylthiomethyl)-3-cephem-4-carboxylic acid (syn isomer, 1.2 g.) was treated with conc. hydrochloric acid (2 ml.) in a similar manner to that of Example 1-(2) to give 7-[2-2-amino-5-bromothiazol-4-yl)-2-methoxyiminoacetamido]-3-(1,3,4-thiadiazol-2-ylthiomethyl)-3-cephem-4-carboxylic acid hydrochloride (syn isomer, 1.2 g.).